Dataset: the Open Reaction Database (ORD), a public repository of structured organic reaction records. Task: describe an organic reaction: reactants, conditions, products, and yield Reactants: CN1CCC(CC1)=O (1-methyl-4-piperidone), C(CCC)[Li] (n-butyllithium), O (water), BrC=1C2=C(SC1)C=CC=C2 (3-bromobenzo[b]thiophene). The solvent is C(C)OCC (diethyl ether), C(C)OCC (diethyl ether), C(C)OCC (diethyl ether). Conditions: time 30 minute. Yields the product CN1CCC(CC1)(O)C=1C2=C(SC1)C=CC=C2 (1-methyl-4-(benzo[b]thien-3-yl)-4-piperidinol). Reaction SMILES: C([Li])CCC.Br[C:7]1[C:8]2[CH:15]=[CH:14][CH:13]=[CH:12][C:9]=2[S:10][CH:11]=1.[CH3:16][N:17]1[CH2:22][CH2:21][C:20](=[O:23])[CH2:19][CH2:18]1.O>C(OCC)C>[CH3:16][N:17]1[CH2:22][CH2:21][C:20]([C:7]2[C:8]3[CH:15]=[CH:14][CH:13]=[CH:12][C:9]=3[S:10][CH:11]=2)([OH:23])[CH2:19][CH2:18]1. Reported procedure: 13.5 g (0.21 mole) of n-butyllithium in 145 ml of absolute diethyl ether is precooled to -70° to -80°. To this solution there is then added dropwise within 30 minutes, at a temperature of -70°, a solution of 42.6 g of 3-bromobenzo[b]thiophene in 250 ml of absolute diethyl ether. The solution is thereupon stirred for a further 30 minutes at -70°. An addition is then made dropwise, in the course of 30 minutes, of a solution of 23.5 g of 1-methyl-4-piperidone in 100 ml of absolute diethyl ether; th... Reactants: P([O-])([O-])OC[C@@H]1[C@H](C[C@@H](O1)N1C(=O)NC(=O)C(C)=C1)N=[N+]=[N-].C(C)[NH+](CC)CC.C(C)[NH+](CC)CC (Triethylammonium 3′-azido-3′-deoxythymidine-5′-phosphite), C(Cl)(Cl)Cl.CO.O (CHCl3 MeOH H2O), COC([C@@H](N)CC1=CC=CC=C1)=O (phenylalanine methyl ester). Yields the product CC1=CN(C(=O)NC1=O)[C@H]2C[C@@H]([C@H](O2)CO)N=[N+]=[N-].COC=1C=CC=C(C[C@H](N)C(=O)OP([O-])(=O)N)C1 (3-Azido-3-deoxythymidine 5-methoxy-L-phenylalaninylphosphoramidate). Isolated yield 64.0%. Reaction SMILES: [P:1]([O:4][CH2:5][C@H:6]1[O:10][C@@H:9]([N:11]2[CH:19]=[C:17]([CH3:18])[C:15](=[O:16])[NH:14][C:12]2=[O:13])[CH2:8][C@@H:7]1[N:20]=[N+:21]=[N-:22])([O-])[O-:2].C([NH+:25](CC)CC)C.C([NH+](CC)CC)C.C[O:38][C:39](=O)[C@H:40]([CH2:42][C:43]1[CH:48]=[CH:47][CH:46]=[CH:45][CH:44]=1)[NH2:41].C(Cl)(Cl)Cl.[CH3:54][OH:55].[OH2:56]>>[CH3:18][C:17]1[C:15](=[O:16])[NH:14][C:12](=[O:13])[N:11]([C@@H:9]2[O:10][C@H:6]([CH2:5][OH:4])[C@@H:7]([N:20]=[N+:21]=[N-:22])[CH2:8]2)[CH:19]=1.[CH3:54][O:55][C:47]1[CH:46]=[CH:45][CH:44]=[C:43]([CH:48]=1)[CH2:42][C@@H:40]([C:39]([O:38][P:1]([NH2:25])(=[O:4])[O-:2])=[O:56])[NH2:41] |f:0.1.2,4.5.6,7.8|. Procedure details: Compound 40 (277 mg, 0.640 mmol) and phenylalanine methyl ester (HCl salt, 276 mg, 1.28 mmol) were subjected to a procedure similar to that described in Example 6. Flash chromatography (SiO2, 5:2:0.25 CHCl3/MeOH/H2O containing 0.5% conc. NH4OH) gave the title compound (216 mg, 64%) as a white solid. 1H NMR (D2O, 300 MHz) 7.424 (s, 1H), 7.120-6.974 (m, 5H), 5.998 (t, J=6.7 Hz, 1H), 4.153 (m, 1H), 3.843 (m, 1H), 3.728 (m, 1H), 3.585 (m, 2H), 3.491 (s, 3H), 2.794 (m, 1H), 2.699 (m, 1H), 2.219 (m, 1... The reactants are OO (H2O2), COC(C1=CC(=C(C(=C1)OC)OC)CC=C)=O (3-allyl-4,5-dimethoxybenzoic acid methyl ester), [OH-].[Na+] (NaOH), S(C)C (SMe2). Run in C1CCOC1 (THF). Reaction conditions: temperature 23 celsius, time 1.2 hour. Product: OCCCC=1C=C(C(=O)O)C=C(C1OC)OC (3-(3-hydroxypropyl)-4,5-dimethoxybenzoic acid). Yield: 89.0%. Reaction SMILES: C[O:2][C:3](=[O:17])[C:4]1[CH:9]=[C:8]([O:10][CH3:11])[C:7]([O:12][CH3:13])=[C:6]([CH2:14][CH:15]=[CH2:16])[CH:5]=1.S(C)C.[OH-:21].[Na+].OO>C1COCC1>[OH:21][CH2:16][CH2:15][CH2:14][C:6]1[CH:5]=[C:4]([CH:9]=[C:8]([O:10][CH3:11])[C:7]=1[O:12][CH3:13])[C:3]([OH:2])=[O:17] |f:2.3|. Procedure: To a solution of 3-allyl-4,5-dimethoxybenzoic acid methyl ester (Example 30, Step 1, 10.2 g, 43.2 mmol) in THF (100 mL) at 0° C. was added BH3.SMe2 (4.10 mL, 43.2 mmol). After 45 min the reaction mixture was warmed to 23° C. After stirring for 1.2 h the reaction was cooled to 0° C. and slowly treated with 3.0 N NaOH (39 mL) followed 10 min later by addition of H2O2 (30 weight %, 60 mL). Following the addition, the mixture was allowed to reach 23° C., then heated to reflux for 2 h. After cooling ... Reactants: O=C([O-])[O-], CCOC(=O)c1cn(C)c2nc3c(F)c(F)c(F)cc3cc2c1=O, CC1CNCCN1, CS(C)=O, [K+], [K+], O. The product is CCOC(=O)c1cn(C)c2nc3c(F)c(N4CCNC(C)C4)c(F)cc3cc2c1=O. As a reaction SMILES: [C:33](=[O:34])([O-:35])[O-:36].[CH2:1]([CH3:2])[O:3][C:4](=[O:5])[c:6]1[c:7](=[O:24])[c:8]2[cH:9][c:10]3[c:11]([n:12][c:13]2[n:14]([CH3:16])[cH:15]1)[c:17]([F:23])[c:18]([F:22])[c:19]([F:21])[cH:20]3.[CH3:25][CH:26]1[NH:27][CH2:28][CH2:29][NH:30][CH2:31]1.[CH3:39][S:40](=[O:41])[CH3:42].[K+:37].[K+:38].[OH2:32]>>[CH2:1]([CH3:2])[O:3][C:4](=[O:5])[c:6]1[c:7](=[O:24])[c:8]2[cH:9][c:10]3[c:11]([n:12][c:13]2[n:14]([CH3:16])[cH:15]1)[c:17]([F:23])[c:18]([N:30]1[CH2:29][CH2:28][NH:27][CH:26]([CH3:25])[CH2:31]1)[c:19]([F:21])[cH:20]3.